Dataset: the Open Reaction Database (ORD), a public repository of structured organic reaction records. Task: describe an organic reaction: reactants, conditions, products, and yield Starting materials: C(C1=CC=CC=C1)(=O)C1=CC=C(CBr)C=C1 (4-Benzoylbenzyl bromide), C(C)[SiH](CC)CC (triethylsilane), FC(C(=O)O)(F)F (trifluoroacetic acid). Run in C(C)(=O)OCC (ethyl acetate). Yields the product C(C1=CC=CC=C1)C1=CC=C(CBr)C=C1 (4-benzylbenzyl bromide). Isolated yield 52.5%. RXN SMILES: [C:1]([C:9]1[CH:16]=[CH:15][C:12]([CH2:13][Br:14])=[CH:11][CH:10]=1)(=O)[C:2]1[CH:7]=[CH:6][CH:5]=[CH:4][CH:3]=1.C([SiH](CC)CC)C.FC(F)(F)C(O)=O>C(OCC)(=O)C>[CH2:1]([C:9]1[CH:10]=[CH:11][C:12]([CH2:13][Br:14])=[CH:15][CH:16]=1)[C:2]1[CH:3]=[CH:4][CH:5]=[CH:6][CH:7]=1. Reported procedure: 4-Benzoylbenzyl bromide (2.75 grams, 10.0 mmole) and triethylsilane (2.33 grams, 20 mmole) in trifluoroacetic acid (4.56 grams, 40 mmole) were warmed to 60° C. for 18 hours. The cooled mixture was diluted with ethyl acetate (50 ml) and carefully washed with saturated sodium bicarbonate solution (2×50 ml). After drying with magnesium sulfate, the extract was filtered and concentrated. The residue was chromatographed (0.5:99.5 to 2:98--ethyl acetate:hexane) to give 1.37 grams (52%) of 4-benzylbenz... Reactants: FC(C1=C(COC2=C(C=C(C=C2)C(C)=O)OC)C=CC(=C1)C(F)(F)F)(F)F (1-[4-(2,4-Bis-trifluoromethyl-benzyloxy)-3-methoxy-phenyl]-ethanone), S1C(=S)NC(=O)C1 (rhodanine), NH4OAc, C1(=CC=CC=C1)C (toluene), NH4OAc, C1(=CC=CC=C1)C (toluene). Solvent: CCOC(=O)C (EtOAc). Reaction conditions: time 8 hour. Yields the product FC(C1=C(COC2=C(C=C(C=C2)C(C)=C2C(NC(S2)=S)=O)OC)C=CC(=C1)C(F)(F)F)(F)F (5-[1-[4-(2,4-Bis-trifluoromethyl-benzyloxy)-3-methoxy-phenyl]-ethylidene]-2-thioxo-thiazolidin-4-one). Yield: 62.0%. As a reaction SMILES: [F:1][C:2]([F:27])([F:26])[C:3]1[CH:21]=[C:20]([C:22]([F:25])([F:24])[F:23])[CH:19]=[CH:18][C:4]=1[CH2:5][O:6][C:7]1[CH:12]=[CH:11][C:10]([C:13](=O)[CH3:14])=[CH:9][C:8]=1[O:16][CH3:17].[S:28]1[CH2:34][C:32](=[O:33])[NH:31][C:29]1=[S:30].C1(C)C=CC=CC=1>CCOC(C)=O>[F:1][C:2]([F:26])([F:27])[C:3]1[CH:21]=[C:20]([C:22]([F:24])([F:25])[F:23])[CH:19]=[CH:18][C:4]=1[CH2:5][O:6][C:7]1[CH:12]=[CH:11][C:10]([C:13](=[C:34]2[S:28][C:29](=[S:30])[NH:31][C:32]2=[O:33])[CH3:14])=[CH:9][C:8]=1[O:16][CH3:17]. Procedure details: To a flask with a stir bar and attached to a condenser, was added 1-[4-(2,4-Bis-trifluoromethyl-benzyloxy)-3-methoxy-phenyl]-ethanone from Step A (244 mg, 622 μmol), rhodanine (133 ng, 1.0 mmol), NH4OAc (77 mg, 1.0 mmol) and toluene (5 mL). The reaction mixture was heated to reflux and stirred for 8 h at reflux. Additional NH4OAc (50 mg) and toluene (2 mL) was added to the mixture and allowed to reflux for an additional 24 hours. The reaction solution was then diluted with EtOAc (75 mL), washed ...